This data is from the Open Reaction Database (ORD), a public repository of structured organic reaction records. The task is: describe an organic reaction: reactants, conditions, products, and yield Reactants: P(Cl)(Cl)Cl (phosphorus trichloride), OC1CCOC2=C1C=C(C=C2)OC (4-hydroxy-6-methoxy-2,3-dihydro-4H-1-benzopyran), C(=O)(O)[O-].[Na+] (NaHCO3). Run in C1=CC=CC=C1 (benzene), C1=CC=CC=C1 (benzene). Reaction conditions: time 1 hour. Product: ClC1CCOC2=C1C=C(C=C2)OC (4-chloro-6-methoxy-2,3-dihydro-4H-1-benzopyran). Isolated yield 97.5%. RXN SMILES: O[CH:2]1[C:7]2[CH:8]=[C:9]([O:12][CH3:13])[CH:10]=[CH:11][C:6]=2[O:5][CH2:4][CH2:3]1.P(Cl)(Cl)[Cl:15].C([O-])(O)=O.[Na+]>C1C=CC=CC=1>[Cl:15][CH:2]1[C:7]2[CH:8]=[C:9]([O:12][CH3:13])[CH:10]=[CH:11][C:6]=2[O:5][CH2:4][CH2:3]1 |f:2.3|. Reported procedure: To a solution of 4-hydroxy-6-methoxy-2,3-dihydro-4H-1-benzopyran (20 g) dissolved in benzene (150 ml), phosphorus trichloride (16.7 g) diluted in benzene (50 ml) is cautiously added under stirring at a temperature maintained below 20° C. by external cooling, then the reaction mixture is kept at 50° C. for 1 hour. After cooling the solution is poured into a 10% NaHCO3 solution (1 l) containing ice, under stirring, then the organic phase is separated and the aqueous phase extracted with ethyl acet... Starting materials: O.O.[Sn](Cl)Cl (tin dichloride dihydrate), C(C=C)OC=1C=C(C#N)C=C(C1OC1=C(C=CC=C1)OC)[N+](=O)[O-] (3-allyloxy-4-(2-methoxy-phenoxy)-5-nitro-benzonitrile), ice water. Solvent: Cl (HCl), C(C)O (ethanol). Run at time 12 hour. The product is C(C=C)OC=1C=C(C#N)C=C(C1OC1=C(C=CC=C1)OC)N (3-allyloxy-5-amino-4-(2-methoxy-phenoxy)-benzonitrile). Reaction SMILES: [CH2:1]([O:4][C:5]1[CH:6]=[C:7]([CH:10]=[C:11]([N+:22]([O-])=O)[C:12]=1[O:13][C:14]1[CH:19]=[CH:18][CH:17]=[CH:16][C:15]=1[O:20][CH3:21])[C:8]#[N:9])[CH:2]=[CH2:3].O.O.[Sn](Cl)Cl>C(O)C.Cl>[CH2:1]([O:4][C:5]1[CH:6]=[C:7]([CH:10]=[C:11]([NH2:22])[C:12]=1[O:13][C:14]1[CH:19]=[CH:18][CH:17]=[CH:16][C:15]=1[O:20][CH3:21])[C:8]#[N:9])[CH:2]=[CH2:3] |f:1.2.3|. Procedure details: 3.59 g of 3-allyloxy-4-(2-methoxy-phenoxy)-5-nitro-benzonitrile were dissolved in ethanol (120 ml), a solution of tin dichloride dihydrate (8.55 g) in 37% HCl (25 ml) was added dropwise thereto at room temperature and the mixture was subsequently stirred at room temperature for 12 hours. The mixture was poured on to ice-water, adjusted to pH 7 and the product was extracted with ethyl acetate. After usual processing of the organic phase there was obtained 3-allyloxy-5-amino-4-(2-methoxy-phenoxy)-... The reactants are CC1=C(C=CC(=C1)C(=O)O)C1=C(C=CC=C1)C (2,2′-dimethyl-1,1′-biphenyl-4-carboxylic acid), NC(C1=CC=C(C(=O)OC)C=C1)=NO (methyl 4-[amino(hydroxyimino)methyl]benzoate). The product is CC1=C(C=CC(=C1)C1=NC(=NO1)C1=CC=C(C(=O)OC)C=C1)C1=C(C=CC=C1)C (methyl 4-[5-(2,2′-dimethylbiphenyl-4-yl)-1,2,4-oxadiazol-3-yl]benzoate). Reaction SMILES: [CH3:1][C:2]1[CH:7]=[C:6]([C:8]([OH:10])=O)[CH:5]=[CH:4][C:3]=1[C:11]1[CH:16]=[CH:15][CH:14]=[CH:13][C:12]=1[CH3:17].[NH2:18][C:19](=[N:30]O)[C:20]1[CH:29]=[CH:28][C:23]([C:24]([O:26][CH3:27])=[O:25])=[CH:22][CH:21]=1>>[CH3:1][C:2]1[CH:7]=[C:6]([C:8]2[O:10][N:30]=[C:19]([C:20]3[CH:29]=[CH:28][C:23]([C:24]([O:26][CH3:27])=[O:25])=[CH:22][CH:21]=3)[N:18]=2)[CH:5]=[CH:4][C:3]=1[C:11]1[CH:16]=[CH:15][CH:14]=[CH:13][C:12]=1[CH3:17]. Procedure details: The title compound was prepared following procedure described for example 4, step 1, but starting from Intermediate 3 (113.14 mg; 0.50 mmol) and methyl 4-[amino(hydroxyimino)methyl]benzoate (Maybridge; 97.10 mg; 0.50 mmol). The reaction mixture was filtered through a SPE NH2 column (2 g) and rinsed with ACN. The filtrate was passed through a SPE SCX column (2 g) and rinsed with ACN. After evaporation of the solvents, the crude product was purified by flash chromatography (c-hex/EtOAc: 9.5/0.5), ...